describe an organic reaction: reactants, conditions, products, and yield From a dataset of the Open Reaction Database (ORD), a public repository of structured organic reaction records. Starting materials: CC1([C@@H]([C@@H]1\C=C\C(=O)OC)C(=O)Cl)C ((1R,cis) 2,2-dimethyl-3-[(E)-3-methoxy-3-oxo-1-propenyl]-cyclopropane-1-carboxylic acid chloride), C(C)(C)(C)O (tert.-butanol). Run in C(Cl)(Cl)Cl (chloroform), C1=CC=CC=C1 (benzene). Product: CC1([C@@H]([C@@H]1\C=C\C(=O)OC)C(=O)OC(C)(C)C)C (tert.-butyl (1R,cis) 2,2-dimethyl-3-[(E)-3-methoxy-3-oxo-1-propenyl]-cyclo-propane-1-carboxylate). As a reaction SMILES: [CH3:1][C:2]1([CH3:14])[C@@H:4](/[CH:5]=[CH:6]/[C:7]([O:9][CH3:10])=[O:8])[C@H:3]1[C:11](Cl)=[O:12].[C:15]([OH:19])([CH3:18])([CH3:17])[CH3:16]>C1C=CC=CC=1.C(Cl)(Cl)Cl>[CH3:1][C:2]1([CH3:14])[C@@H:4](/[CH:5]=[CH:6]/[C:7]([O:9][CH3:10])=[O:8])[C@H:3]1[C:11]([O:19][C:15]([CH3:18])([CH3:17])[CH3:16])=[O:12]. Procedure details: Using the procedure of Example 3, 1.51 g of (1R,cis) 2,2-dimethyl-3-[(E)-3-methoxy-3-oxo-1-propenyl]-cyclopropane-1-carboxylic acid chloride in benzene and 0.754 ml of tert.-butanol were reacted to obtain 0.235 g of tert.-butyl (1R,cis) 2,2-dimethyl-3-[(E)-3-methoxy-3-oxo-1-propenyl]-cyclo-propane-1-carboxylate with a specific rotation of [α]D20 =-23°±1.5°(c=0.9% in chloroform). The reactants are CC(CON)O[Si](C)(C)C(C)(C)C, C1CCOC1, CCN=C=NCCCN(C)C, CCN(C(C)C)C(C)C, Cn1c(C(=O)O)c(Nc2ccc(I)cc2F)c2cnccc21, [Na], CN(C)C=O, On1nnc2ccccc21. The product is CC(CONC(=O)c1c(Nc2ccc(I)cc2F)c2cnccc2n1C)O[Si](C)(C)C(C)(C)C. RXN SMILES: [C:24]([CH3:25])([CH3:26])([CH3:27])[Si:28]([O:29][CH:30]([CH2:31][O:32][NH2:33])[CH3:34])([CH3:35])[CH3:36].[CH2:67]1[O:68][CH2:69][CH2:70][CH2:71]1.[CH3:47][CH2:48][N:49]=[C:50]=[N:51][CH2:52][CH2:53][CH2:54][N:55]([CH3:56])[CH3:57].[CH:58]([N:59]([CH2:60][CH3:61])[CH:62]([CH3:63])[CH3:64])([CH3:65])[CH3:66].[F:2][c:3]1[c:4]([NH:10][c:11]2[c:12]([C:21](=[O:22])[OH:23])[n:13]([CH3:20])[c:14]3[c:15]2[cH:16][n:17][cH:18][cH:19]3)[cH:5][cH:6][c:7]([I:9])[cH:8]1.[Na:1].[O:72]=[CH:73][N:74]([CH3:75])[CH3:76].[OH:37][n:38]1[c:39]2[c:40]([cH:41][cH:42][cH:43][cH:44]2)[n:45][n:46]1>>[F:2][c:3]1[c:4]([NH:10][c:11]2[c:12]([C:21](=[O:23])[NH:33][O:32][CH2:31][CH:30]([O:29][Si:28]([C:24]([CH3:25])([CH3:26])[CH3:27])([CH3:35])[CH3:36])[CH3:34])[n:13]([CH3:20])[c:14]3[c:15]2[cH:16][n:17][cH:18][cH:19]3)[cH:5][cH:6][c:7]([I:9])[cH:8]1. Starting materials: FC1=C(C=CC(=C1)F)N1N=CN=C1C1=CC=2CCOC3=C(C2S1)N=C(C=C3)C=3C=NC(=CC3)F (2-[2-(2,4-Difluoro-phenyl)-2H-[1,2,4]triazol-3-yl]-9-(6-fluoro-pyridin-3-yl)-4,5-dihydro-6-oxa-1-thia-10-aza-benzo[e]azulene), CNC (Dimethyl-amine). Solvent: CN1CCCC1=O (NMP). Run at temperature 150 celsius. Yields the product FC1=C(C=CC(=C1)F)N1N=CN=C1C1=CC=2CCOC3=C(C2S1)N=C(C=C3)C=3C=CC(=NC3)N(C)C ((5-{2-[2-(2,4-Difluoro-phenyl)-2H-[1,2,4]triazol-3-yl]-4,5-dihydro-6-oxa-1-thia-10-aza-benzo[e]azulen-9-yl}-pyridin-2-yl)-dimethyl-amine). Isolated yield 12.2%. Reaction SMILES: [F:1][C:2]1[CH:7]=[C:6]([F:8])[CH:5]=[CH:4][C:3]=1[N:9]1[C:13]([C:14]2[S:23][C:22]3[C:21]4[N:24]=[C:25]([C:28]5[CH:29]=[N:30][C:31](F)=[CH:32][CH:33]=5)[CH:26]=[CH:27][C:20]=4[O:19][CH2:18][CH2:17][C:16]=3[CH:15]=2)=[N:12][CH:11]=[N:10]1.[CH3:35][NH:36][CH3:37]>CN1C(=O)CCC1>[F:1][C:2]1[CH:7]=[C:6]([F:8])[CH:5]=[CH:4][C:3]=1[N:9]1[C:13]([C:14]2[S:23][C:22]3[C:21]4[N:24]=[C:25]([C:28]5[CH:33]=[CH:32][C:31]([N:36]([CH3:37])[CH3:35])=[N:30][CH:29]=5)[CH:26]=[CH:27][C:20]=4[O:19][CH2:18][CH2:17][C:16]=3[CH:15]=2)=[N:12][CH:11]=[N:10]1. Procedure: 2-[2-(2,4-Difluoro-phenyl)-2H-[1,2,4]triazol-3-yl]-9-(6-fluoro-pyridin-3-yl)-4,5-dihydro-6-oxa-1-thia-10-aza-benzo[e]azulene (470 mg, 1.0 mmol), from the procedure for 249, Dimethyl-amine (98 mg, 1.2 mmol) DIPEA (340 mg, 3 mmol) and NMP (4 mL) were added in a 10 mL of sealed tube, and the mixture was heated by microwave at 150° C. for 120 min under N2. The reaction mixture was filtered to gather the solution and water was added. The mixture was extracted by DCM (20 mL×3). The combined organic la... Starting materials: C(C)(C)(C)N1N=CC(=C(C1=O)Cl)S (2-t-butyl-4-chloro-5-mercapto-3(2H)-pyridazinone), C(CCCCC)OCC(OC1=CC=C(CBr)C=C1)C (4-(2-hexyloxy-1-methylethoxy)-benzyl bromide), C1=CC=CC=C1.C(C)(=O)OCC (benzene ethyl acetate). Run in CN(C=O)C (N,N-dimethylformamide). Run at time 8 hour. Yields the product C(C)(C)(C)N1N=CC(=C(C1=O)Cl)SCC1=CC=C(C=C1)OC(COCCCCCC)C (2-t-butyl-4-chloro-5-[4-(2-hexyloxy-1-methylethoxy)-benzylthio]-3(2H)-pyridazinone). Isolated yield 93.7%. Reaction SMILES: [C:1]([N:5]1[C:10](=[O:11])[C:9]([Cl:12])=[C:8]([SH:13])[CH:7]=[N:6]1)([CH3:4])([CH3:3])[CH3:2].[CH2:14]([O:20][CH2:21][CH:22]([CH3:32])[O:23][C:24]1[CH:31]=[CH:30][C:27]([CH2:28]Br)=[CH:26][CH:25]=1)[CH2:15][CH2:16][CH2:17][CH2:18][CH3:19].C1C=CC=CC=1.C(OCC)(=O)C>CN(C)C=O>[C:1]([N:5]1[C:10](=[O:11])[C:9]([Cl:12])=[C:8]([S:13][CH2:28][C:27]2[CH:26]=[CH:25][C:24]([O:23][CH:22]([CH3:32])[CH2:21][O:20][CH2:14][CH2:15][CH2:16][CH2:17][CH2:18][CH3:19])=[CH:31][CH:30]=2)[CH:7]=[N:6]1)([CH3:4])([CH3:2])[CH3:3] |f:2.3|. Reported procedure: In 20 ml of N,N-dimethylformamide were dissolved 1.7 g of 2-t-butyl-4-chloro-5-mercapto-3(2H)-pyridazinone and 2.8 g of 4-(2-hexyloxy-1-methylethoxy)-benzyl bromide, and the resulting solution was stirred overnight at room temperature. The crude product which had been obtained similarly to the procedures in Preparation Example 3 was isolated through column chromatography [eluting with benzene/ethyl acetate (18/1)] to give 3.4 g of the aimed product as an oil. The reactants are C(#N)C1=CC(=C(C=C1)C1NC(N(C(=C1C(=O)OCC=C)C)C1=CC(=CC=C1)C(F)(F)F)=O)S(=O)(=O)C(C)C (Allyl 4-{4-cyano-2-[(1-methylethyl)sulfonyl]phenyl}-6-methyl-2-oxo-1-[3-(trifluoromethyl)phenyl]-1,2,3,4-tetrahydropyrimidine-5-carboxylate), N1CCOCC1 (morpholine). The reagents and catalysts are C=1C=CC(=CC1)[P](C=2C=CC=CC2)(C=3C=CC=CC3)[Pd]([P](C=4C=CC=CC4)(C=5C=CC=CC5)C=6C=CC=CC6)([P](C=7C=CC=CC7)(C=8C=CC=CC8)C=9C=CC=CC9)[P](C=1C=CC=CC1)(C=1C=CC=CC1)C=1C=CC=CC1 (tetrakis(triphenylphosphine)palladium(0)). Solvent: C1CCOC1 (THF). Conditions: time 0.5 hour. Product: C(#N)C1=CC(=C(C=C1)C1NC(N(C(=C1C(=O)O)C)C1=CC(=CC=C1)C(F)(F)F)=O)S(=O)(=O)C(C)C ((rac)-4-{4-Cyano-2-[(1-methylethyl)sulfonyl]phenyl}-6-methyl-2-oxo-1-[3-(trifluoromethyl)phenyl]-1,2,3,4-tetrahydropyrimidine-5-carboxylic acid). RXN SMILES: [C:1]([C:3]1[CH:8]=[CH:7][C:6]([CH:9]2[C:14]([C:15]([O:17]CC=C)=[O:16])=[C:13]([CH3:21])[N:12]([C:22]3[CH:27]=[CH:26][CH:25]=[C:24]([C:28]([F:31])([F:30])[F:29])[CH:23]=3)[C:11](=[O:32])[NH:10]2)=[C:5]([S:33]([CH:36]([CH3:38])[CH3:37])(=[O:35])=[O:34])[CH:4]=1)#[N:2].N1CCOCC1>C1COCC1.C1C=CC([P]([Pd]([P](C2C=CC=CC=2)(C2C=CC=CC=2)C2C=CC=CC=2)([P](C2C=CC=CC=2)(C2C=CC=CC=2)C2C=CC=CC=2)[P](C2C=CC=CC=2)(C2C=CC=CC=2)C2C=CC=CC=2)(C2C=CC=CC=2)C2C=CC=CC=2)=CC=1>[C:1]([C:3]1[CH:8]=[CH:7][C:6]([CH:9]2[C:14]([C:15]([OH:17])=[O:16])=[C:13]([CH3:21])[N:12]([C:22]3[CH:27]=[CH:26][CH:25]=[C:24]([C:28]([F:30])([F:31])[F:29])[CH:23]=3)[C:11](=[O:32])[NH:10]2)=[C:5]([S:33]([CH:36]([CH3:38])[CH3:37])(=[O:34])=[O:35])[CH:4]=1)#[N:2] |^1:53,55,74,93|. Reported procedure: The reaction was carried out under argon. Allyl 4-{4-cyano-2-[(1-methylethyl)sulfonyl]phenyl}-6-methyl-2-oxo-1-[3-(trifluoromethyl)phenyl]-1,2,3,4-tetrahydropyrimidine-5-carboxylate (1200 mg, 2.19 mmol) and morpholine (1.5 eq., 286 mg, 3.30 mmol) were initially charged in dry THF (60 ml) at RT. The reaction mixture was degassed repeatedly (evacuation followed by venting with argon). Under protective gas, tetrakis(triphenylphosphine)palladium(0) (0.05 eq., 127 mg, 0.110 mmol) was added, and the r...